Dataset: the Open Reaction Database (ORD), a public repository of structured organic reaction records. Task: describe an organic reaction: reactants, conditions, products, and yield The reactants are S(=O)(=O)(C1=CC=C(C)C=C1)N1C=C(C2=CC=CC=C12)CN1C(C2(CCC1)CCNCC2)=O (2-((1-tosyl-1H-indol-3-yl)methyl)-2,9-diazaspiro[5.5]undecan-1-one), BrC=1C=NC2=CC=CC=C2C1 (3-bromoquinoline), C(C)(C)(C)[O-].[Na+] (sodium t-butanolate), C1(CCCCC1)P(C1=C(C=CC=C1)C1=C(N(C)C)C=CC=C1)C1CCCCC1 (2-(2-dicyclohexylphosphanylphenyl)-N,N-dimethylaniline). Reagents/catalysts: C=1C=CC(=CC1)/C=C/C(=O)/C=C/C2=CC=CC=C2.C=1C=CC(=CC1)/C=C/C(=O)/C=C/C2=CC=CC=C2.C=1C=CC(=CC1)/C=C/C(=O)/C=C/C2=CC=CC=C2.[Pd].[Pd] (Pd2dba3). Solvent: O1CCOCC1 (dioxane). Reaction conditions: temperature 100 celsius. Yields the product N1=CC(=CC2=CC=CC=C12)N1CCC2(CCCN(C2=O)CC2=CN(C3=CC=CC=C23)S(=O)(=O)C2=CC=C(C)C=C2)CC1 (9-(quinolin-3-yl)-2-((1-tosyl-1H-indol-3-yl)methyl)-2,9-diazaspiro[5.5]undecan-1-one). Isolated yield 72.6%. RXN SMILES: [S:1]([N:11]1[C:19]2[C:14](=[CH:15][CH:16]=[CH:17][CH:18]=2)[C:13]([CH2:20][N:21]2[CH2:26][CH2:25][CH2:24][C:23]3([CH2:31][CH2:30][NH:29][CH2:28][CH2:27]3)[C:22]2=[O:32])=[CH:12]1)([C:4]1[CH:10]=[CH:9][C:7]([CH3:8])=[CH:6][CH:5]=1)(=[O:3])=[O:2].Br[C:34]1[CH:35]=[N:36][C:37]2[C:42]([CH:43]=1)=[CH:41][CH:40]=[CH:39][CH:38]=2.C([O-])(C)(C)C.[Na+].C1(P(C2CCCCC2)C2C=CC=CC=2C2C=CC=CC=2N(C)C)CCCCC1>C1C=CC(/C=C/C(/C=C/C2C=CC=CC=2)=O)=CC=1.C1C=CC(/C=C/C(/C=C/C2C=CC=CC=2)=O)=CC=1.C1C=CC(/C=C/C(/C=C/C2C=CC=CC=2)=O)=CC=1.[Pd].[Pd].O1CCOCC1>[N:36]1[C:37]2[C:42](=[CH:41][CH:40]=[CH:39][CH:38]=2)[CH:43]=[C:34]([N:29]2[CH2:30][CH2:31][C:23]3([C:22](=[O:32])[N:21]([CH2:20][C:13]4[C:14]5[C:19](=[CH:18][CH:17]=[CH:16][CH:15]=5)[N:11]([S:1]([C:4]5[CH:10]=[CH:9][C:7]([CH3:8])=[CH:6][CH:5]=5)(=[O:2])=[O:3])[CH:12]=4)[CH2:26][CH2:25][CH2:24]3)[CH2:27][CH2:28]2)[CH:35]=1 |f:2.3,5.6.7.8.9|. Procedure: The mixture of 2-((1-tosyl-1H-indol-3-yl)methyl)-2,9-diazaspiro[5.5]undecan-1-one (100 mg, 0.15 mmol, contains 1.7 moleq TFA), 3-bromoquinoline (49 mg, 0.23 mmol), Pd2dba3 (7 mg, 7.7 μmol), sodium t-butanolate (45 mg, 0.46 mmol), 2-(2-dicyclohexylphosphanylphenyl)-N,N-dimethylaniline (DavePhos, 6.1 mg, 0.015 mmol) and dry dioxane (2 mL) was placed in a microwave tube and flushed with argon. The tube was sealed and the suspension was heated at 100° C. for 1 h under microwave conditions. The react... Starting materials: C(C)N1C2=C(N(C(C(C1=O)(C)C)=O)C)C=C(C=C2)CN(CCN2C(C1=C(C=C2)OC(=C1)C)=O)CC=1C(=NC=CC1)C#N (3-({N-(1-Ethyl-3,3,5-trimethyl-2,4-dioxo-2,3,4,5-tetrahydro-1H-benzo[b][1,4]diazepin-7-ylmethyl)-N-[2-(2-methyl-4-oxo-4H-furo[3,2-c]pyridin-5-yl)ethyl]amino}methyl)pyridine-2-carbonitrile), CC(=O)C (Acetone), ether. The reagents and catalysts are [Ni] (Raney nickel). Solvent: C(=O)O (formic acid). Run at temperature 60 celsius, time 3 hour. Yields the product C(C)N1C2=C(N(C(C(C1=O)(C)C)=O)C)C=C(C=C2)CN(CCN2C(C1=C(C=C2)OC(=C1)C)=O)CC=1C(=NC=CC1)CNC=O (N-[3-({N-(1-Ethyl-3,3,5-trimethyl-2,4-dioxo-2,3,4,5-tetrahydro-1H-benzo[b][1,4]diazepin-7-ylmethyl)-N-[2-(2-methyl-4-oxo-4H-furo[3,2-c]pyridin-5-yl)ethyl]amino}methyl)pyridin-2-ylmethyl]formamide). Reaction SMILES: [CH2:1]([N:3]1[C:9](=[O:10])[C:8]([CH3:12])([CH3:11])[C:7](=[O:13])[N:6]([CH3:14])[C:5]2[CH:15]=[C:16]([CH2:19][N:20]([CH2:34][C:35]3[C:36]([C:41]#[N:42])=[N:37][CH:38]=[CH:39][CH:40]=3)[CH2:21][CH2:22][N:23]3[CH:28]=[CH:27][C:26]4[O:29][C:30]([CH3:32])=[CH:31][C:25]=4[C:24]3=[O:33])[CH:17]=[CH:18][C:4]1=2)[CH3:2].C[C:44](C)=[O:45]>[Ni].C(O)=O>[CH2:1]([N:3]1[C:9](=[O:10])[C:8]([CH3:12])([CH3:11])[C:7](=[O:13])[N:6]([CH3:14])[C:5]2[CH:15]=[C:16]([CH2:19][N:20]([CH2:34][C:35]3[C:36]([CH2:41][NH:42][CH:44]=[O:45])=[N:37][CH:38]=[CH:39][CH:40]=3)[CH2:21][CH2:22][N:23]3[CH:28]=[CH:27][C:26]4[O:29][C:30]([CH3:32])=[CH:31][C:25]=4[C:24]3=[O:33])[CH:17]=[CH:18][C:4]1=2)[CH3:2]. Procedure details: 3-({N-(1-Ethyl-3,3,5-trimethyl-2,4-dioxo-2,3,4,5-tetrahydro-1H-benzo[b][1,4]diazepin-7-ylmethyl)-N-[2-(2-methyl-4-oxo-4H-furo[3,2-c]pyridin-5-yl)ethyl]amino}methyl)pyridine-2-carbonitrile(0.40 g) and Raney nickel(1.2 g) were suspended in formic acid(8 ml), and the mixture was stirred at 60° C. for 3 hours. The reaction mixture was filtered to remove insoluble matter, and the filtrate was condensed under reduced pressure. The residue was purified by silica gel column chromatography (ethyl acetate...